This data is from the Open Reaction Database (ORD), a public repository of structured organic reaction records. The task is: describe an organic reaction: reactants, conditions, products, and yield Starting materials: Cl.ClC1=C2C=CN(C(C2=CC=C1Cl)=O)CC1CCNCC1 (5,6-dichloro-2-(4-piperidinylmethyl)-1(2H)-isoquinolinone Hydrochloride), C1(=CC=CC=C1)C1=NOC(=C1)C=O (3-phenyl-5-isoxazolecarbaldehyde), C(C)(=O)O[BH-](OC(C)=O)OC(C)=O.[Na+] (sodium triacetoxyborohydride). The solvent is ClCCl (dichloromethane), C(C)(C)N(CC)C(C)C (diisopropylethylamine), ClCCl (dichloromethane). Conditions: time 8 hour. The product is ClC1=C2C=CN(C(C2=CC=C1Cl)=O)CC1CCN(CC1)CC1=CC(=NO1)C1=CC=CC=C1 (5,6-dichloro-2-({1-[(3-phenyl-5-isoxazolyl)methyl]-4-piperidinyl}methyl)-1(2H)-isoquinolinone). The yield is 52.5%. RXN SMILES: Cl.[Cl:2][C:3]1[C:12]([Cl:13])=[CH:11][CH:10]=[C:9]2[C:4]=1[CH:5]=[CH:6][N:7]([CH2:15][CH:16]1[CH2:21][CH2:20][NH:19][CH2:18][CH2:17]1)[C:8]2=[O:14].[C:22]1([C:28]2[CH:32]=[C:31]([CH:33]=O)[O:30][N:29]=2)[CH:27]=[CH:26][CH:25]=[CH:24][CH:23]=1.C(O[BH-](OC(=O)C)OC(=O)C)(=O)C.[Na+]>ClCCl.C(N(C(C)C)CC)(C)C>[Cl:2][C:3]1[C:12]([Cl:13])=[CH:11][CH:10]=[C:9]2[C:4]=1[CH:5]=[CH:6][N:7]([CH2:15][CH:16]1[CH2:21][CH2:20][N:19]([CH2:33][C:31]3[O:30][N:29]=[C:28]([C:22]4[CH:23]=[CH:24][CH:25]=[CH:26][CH:27]=4)[CH:32]=3)[CH2:18][CH2:17]1)[C:8]2=[O:14] |f:0.1,3.4|. Procedure details: The compound prepared in Example 77 (0.041 g), the compound prepared in Example 7 (0.026 g) and sodium triacetoxyborohydride (0.074 g) were suspended in dichloromethane (5 mL) and diisopropylethylamine (0.10 mL). The reaction mixture was stirred at room temperature overnight. The reaction mixture was diluted with dichloromethane and washed with a saturated aqueous sodium bicarbonate solution, dried over anhydrous magnesium sulfate and concentrated. The residue was purified by column chromatograp... The reactants are CNCc1ccc(CSCCN=C(NC#N)SC)o1, C#CCN, CO. Product: C#CCNC(=NCCSCc1ccc(CNC)o1)NC#N. RXN SMILES: [C:1](#[N:2])[NH:3][C:4]([S:5][CH3:6])=[N:7][CH2:8][CH2:9][S:10][CH2:11][c:12]1[o:13][c:14]([CH2:17][NH:18][CH3:19])[cH:15][cH:16]1.[CH2:20]([C:21]#[CH:22])[NH2:23].[CH3:24][OH:25]>>[C:1](#[N:2])[NH:3][C:4](=[N:7][CH2:8][CH2:9][S:10][CH2:11][c:12]1[o:13][c:14]([CH2:17][NH:18][CH3:19])[cH:15][cH:16]1)[NH:23][CH2:20][C:21]#[CH:22]. Starting materials: C1CCC2=NCCCN2CC1 (DBU), BrCCCCBr (1,4-dibromobutane), NC=1C=C(C=CC1)C=1C(=C2N(CCC3=CC(=C(C=C23)OC)OC)C1C)C(=O)OCC (ethyl 2-(3-aminophenyl)-8,9-dimethoxy-3-methyl-5,6-dihydropyrrolo[2,1-a]isoquinoline-1-carboxylate). Solvent: CN(C)C=O (DMF). Conditions: temperature 120 celsius, time 20 hour. Product: COC=1C=C2CCN3C(C2=CC1OC)=C(C(=C3C)C3=CC(=CC=C3)N3CCCC3)C(=O)OCC (Ethyl 8,9dimethoxy-3-methyl-2-(3-pyrrolidinyl-phenyl)-5,6-dihydro-pyrrolo[2,1-a]-isoquinoline-1-carboxylate). RXN SMILES: [CH2:1]1[CH2:11]CN2C(=NCCC2)[CH2:3][CH2:2]1.BrCCCCBr.[NH2:18][C:19]1[CH:20]=[C:21]([C:25]2[C:26]([C:43]([O:45][CH2:46][CH3:47])=[O:44])=[C:27]3[C:36]4[C:31](=[CH:32][C:33]([O:39][CH3:40])=[C:34]([O:37][CH3:38])[CH:35]=4)[CH2:30][CH2:29][N:28]3[C:41]=2[CH3:42])[CH:22]=[CH:23][CH:24]=1>CN(C=O)C>[CH3:40][O:39][C:33]1[CH:32]=[C:31]2[C:36](=[CH:35][C:34]=1[O:37][CH3:38])[C:27]1=[C:26]([C:43]([O:45][CH2:46][CH3:47])=[O:44])[C:25]([C:21]3[CH:22]=[CH:23][CH:24]=[C:19]([N:18]4[CH2:3][CH2:2][CH2:1][CH2:11]4)[CH:20]=3)=[C:41]([CH3:42])[N:28]1[CH2:29][CH2:30]2. Procedure: 168.5 mg (1.11 mmol) of DBU and 79.9 mg (0.37 mmol) of 1,4-dibromobutane were added to a solution of 150 mg (0.37 mmol) of ethyl 2-(3-aminophenyl)-8,9-dimethoxy-3-methyl-5,6-dihydropyrrolo[2,1-a]isoquinoline-1-carboxylate obtained as described above in 3 mL of DMF. The mixture was stirred at 120° C. for 20 hours, the solvent was evaporated under reduced pressure, and the residue was taken up in an ethyl acetate/water mixture. The layers were separated, the aqueous layer was extracted with ethyl ...